Dataset: the Open Reaction Database (ORD), a public repository of structured organic reaction records. Task: describe an organic reaction: reactants, conditions, products, and yield The reactants are CC(C)(C)OC(=O)NC1CCNCC1, [BH3-]C#N, CCOc1cc(C=O)ccc1OC, CC(=O)O, CCO, [Na+]. Product: CCOc1cc(CN2CCC(NC(=O)OC(C)(C)C)CC2)ccc1OC. Reaction SMILES: [C:1]([CH3:2])([CH3:3])([CH3:4])[O:5][C:6]([NH:7][CH:8]1[CH2:9][CH2:10][NH:11][CH2:12][CH2:13]1)=[O:14].[C:32]([BH3-:33])#[N:34].[CH2:15]([CH3:16])[O:17][c:18]1[cH:19][c:20]([CH:21]=[O:22])[cH:23][cH:24][c:25]1[O:26][CH3:27].[CH3:28][C:29](=[O:30])[OH:31].[CH3:36][CH2:37][OH:38].[Na+:35]>>[C:1]([CH3:2])([CH3:3])([CH3:4])[O:5][C:6]([NH:7][CH:8]1[CH2:9][CH2:10][N:11]([CH2:21][c:20]2[cH:19][c:18]([O:17][CH2:15][CH3:16])[c:25]([O:26][CH3:27])[cH:24][cH:23]2)[CH2:12][CH2:13]1)=[O:14]. The reactants are C1(=CC=CC=C1)P(C1=CC=CC=C1)C1=CC=CC=C1 (triphenylphosphine), S(=O)(=O)(C(F)(F)F)OS(=O)(=O)C(F)(F)F (triflic anhydride), C([O-])([O-])=O.[K+].[K+] (potassium carbonate), FC1=C(C=C(C=C1)[N+](=O)[O-])C(CO)(CCO)C (2-(2-fluoro-5-nitrophenyl)-2-methylbutane-1,4-diol). The solvent is ClCCl (dichloromethane), O (water), ClCCl (dichloromethane). Yields the product FC1=C(C=C(C=C1)[N+](=O)[O-])C1(COCC1)C (3-(2-fluoro-5-nitrophenyl)-tetrahydro-3-methylfuran). As a reaction SMILES: C1(P(C2C=CC=CC=2)C2C=CC=CC=2)C=CC=CC=1.S(OS(C(F)(F)F)(=O)=O)(C(F)(F)F)(=O)=O.[F:35][C:36]1[CH:41]=[CH:40][C:39]([N+:42]([O-:44])=[O:43])=[CH:38][C:37]=1[C:45]([CH3:51])([CH2:48][CH2:49][OH:50])[CH2:46]O.C(=O)([O-])[O-].[K+].[K+]>ClCCl.O>[F:35][C:36]1[CH:41]=[CH:40][C:39]([N+:42]([O-:44])=[O:43])=[CH:38][C:37]=1[C:45]1([CH3:51])[CH2:48][CH2:49][O:50][CH2:46]1 |f:3.4.5|. Procedure: To a solution of triphenylphosphine(2 eq) in dichloromethane at 0° C. under nitrogen was added dropwise triflic anhydride(1 eq). After 15 minutes 2-(2-fluoro-5-nitrophenyl)-2-methylbutane-1,4-diol(1 eq)was added in dichloromethane followed by potassium carbonate(1 eq). The resulting mixture was allowed to warm to room temperature for 5 h. To the mixture was added water and extracted with dichloromethane. The organic layer was washed with brine and dried with sodium sulfate and concentrated. Crud...